This data is from the Open Reaction Database (ORD), a public repository of structured organic reaction records. The task is: describe an organic reaction: reactants, conditions, products, and yield Starting materials: C1CCOC1, OCC(c1ccc(Cl)cc1)C(F)(F)F, [H-], [Na+], BrCc1cccc(Oc2ccccc2)c1, O. Yields the product FC(F)(F)C(COCc1cccc(Oc2ccccc2)c1)c1ccc(Cl)cc1. RXN SMILES: [CH2:33]1[O:34][CH2:35][CH2:36][CH2:37]1.[Cl:3][c:4]1[cH:5][cH:6][c:7]([CH:10]([CH2:11][OH:12])[C:13]([F:14])([F:15])[F:16])[cH:8][cH:9]1.[H-:1].[Na+:2].[O:17]([c:18]1[cH:19][cH:20][cH:21][cH:22][cH:23]1)[c:24]1[cH:25][c:26]([CH2:27][Br:28])[cH:29][cH:30][cH:31]1.[OH2:32]>>[Cl:3][c:4]1[cH:5][cH:6][c:7]([CH:10]([CH2:11][O:12][CH2:27][c:26]2[cH:25][c:24]([O:17][c:18]3[cH:19][cH:20][cH:21][cH:22][cH:23]3)[cH:31][cH:30][cH:29]2)[C:13]([F:14])([F:15])[F:16])[cH:8][cH:9]1. Starting materials: FC(C(=O)N(CC(=O)OCC)CP(=S)(NN(C)C)NN(C)C)(F)F (N-trifluoroacetyl-N-[bis(2,2-dimethylhydrazino)phosphinothioylmethyl]glycine, ethyl ester), sodium tetrahydrido boron. The solvent is C(C)O (ethanol). The product is CN(NP(=S)(NN(C)C)CNCC(=O)OCC)C (N-[bis(2,2-dimethylhydrazino)phosphinothioylmethyl]glycine, ethyl ester). Yield: 53.8%. As a reaction SMILES: FC(F)(F)C([N:5]([CH2:12][P:13]([NH:19][N:20]([CH3:22])[CH3:21])([NH:15][N:16]([CH3:18])[CH3:17])=[S:14])[CH2:6][C:7]([O:9][CH2:10][CH3:11])=[O:8])=O>C(O)C>[CH3:17][N:16]([CH3:18])[NH:15][P:13]([CH2:12][NH:5][CH2:6][C:7]([O:9][CH2:10][CH3:11])=[O:8])([NH:19][N:20]([CH3:21])[CH3:22])=[S:14]. Procedure details: N-trifluoroacetyl-N-[bis(2,2-dimethylhydrazino)phosphinothioylmethyl]glycine, ethyl ester (2 g, 0.005 mole), was dissolved in ethanol. The solution was stirred and sodium tetrahydrido boron (193 mg, 0.005 mole) was added portionwise over a ten minute period. The resulting solution was stirred for 30 minutes. The solvent was removed by evaporation under vacuum and the residue was washed with water. The water was saturated with sodium chloride and the aqueous layer and insoluble residue were simul... Starting materials: CCCC(CO)NC(c1ccc(Br)cc1)C(F)(F)F, CC#N, [O-][I+3]([O-])([O-])O, O=[Cr](=O)=O. Yields the product CCCC(NC(c1ccc(Br)cc1)C(F)(F)F)C(=O)O. RXN SMILES: [Br:1][c:2]1[cH:3][cH:4][c:5]([CH:8]([C:9]([F:10])([F:11])[F:12])[NH:13][CH:14]([CH2:15][OH:16])[CH2:17][CH2:18][CH3:19])[cH:6][cH:7]1.[CH3:29][C:30]#[N:31].[I+3:20]([O-:21])([OH:22])([O-:23])[O-:24].[O:25]=[Cr:26](=[O:27])=[O:28]>>[Br:1][c:2]1[cH:3][cH:4][c:5]([CH:8]([C:9]([F:10])([F:11])[F:12])[NH:13][CH:14]([C:15](=[O:16])[OH:21])[CH2:17][CH2:18][CH3:19])[cH:6][cH:7]1. The reactants are C1(CCC1)SC1=C(C(=O)OC)C=CC=C1 (Methyl 2-(cyclobutylsulfanyl)benzoate), [Li+].[OH-] (LiOH). Solvent: C1CCOC1 (THF). Run at time 1 hour. The product is C1(CCC1)SC1=C(C(=O)O)C=CC=C1 (2-(Cyclobutylsulfanyl)benzoic Acid). Isolated yield 106.9%. As a reaction SMILES: [CH:1]1([S:5][C:6]2[CH:15]=[CH:14][CH:13]=[CH:12][C:7]=2[C:8]([O:10]C)=[O:9])[CH2:4][CH2:3][CH2:2]1.[Li+].[OH-]>C1COCC1>[CH:1]1([S:5][C:6]2[CH:15]=[CH:14][CH:13]=[CH:12][C:7]=2[C:8]([OH:10])=[O:9])[CH2:4][CH2:3][CH2:2]1 |f:1.2|. Reported procedure: To 2A (7.20 g, 28.3 mmol) in THF (190 mL) was added 1 N LiOH (94 mL). The reaction was stirred for 1 h at rt, then was heated gradually to 65° C. After cooling to rt, the THF was removed under reduced pressure. The remaining solution was cooled to 0° C. and acidified to pH 1 with 1N HCl. The product was extracted with CH2Cl2, and the organic layer was washed with brine, dried (MgSO4), filtered and concentrated to provide 2B as a clear oil (6.30 g). LC-MS: 241.08 (M+H)+. Reactants: COC(=O)c1ccc2c(N)cccc2n1, CC(=O)O, Cc1ccccc1, CC(C)(CC(O)(C=O)C(F)(F)F)c1ccc(Cl)c2c1OCO2. Product: COC(=O)c1ccc2c(N=CC(O)(CC(C)(C)c3ccc(Cl)c4c3OCO4)C(F)(F)F)cccc2n1. As a reaction SMILES: [CH3:23][O:24][C:25](=[O:26])[c:27]1[n:28][c:29]2[cH:30][cH:31][cH:32][c:33]([NH2:37])[c:34]2[cH:35][cH:36]1.[CH3:38][C:39](=[O:40])[OH:41].[CH3:42][c:43]1[cH:44][cH:45][cH:46][cH:47][cH:48]1.[Cl:1][c:2]1[cH:3][cH:4][c:5]([C:11]([CH2:12][C:13]([CH:14]=[O:15])([C:16]([F:17])([F:18])[F:19])[OH:20])([CH3:21])[CH3:22])[c:6]2[c:7]1[O:8][CH2:9][O:10]2>>[Cl:1][c:2]1[cH:3][cH:4][c:5]([C:11]([CH2:12][C:13]([CH:14]=[N:37][c:33]2[cH:32][cH:31][cH:30][c:29]3[n:28][c:27]([C:25]([O:24][CH3:23])=[O:26])[cH:36][cH:35][c:34]32)([C:16]([F:17])([F:18])[F:19])[OH:20])([CH3:21])[CH3:22])[c:6]2[c:7]1[O:8][CH2:9][O:10]2.